From a dataset of the Open Reaction Database (ORD), a public repository of structured organic reaction records. describe an organic reaction: reactants, conditions, products, and yield Starting materials: [OH-].[Na+] (NaOH), Cl (HCl), ClC1=C(C#N)C=C(C=C1)[N+](=O)[O-] (2-chloro-5-nitrobenzonitrile), O.O.Cl[Sn]Cl (SnCl2.2H2O). The solvent is C(C)(C)O (isopropanol). Reaction conditions: temperature 120 celsius. Product: NC=1C=CC(=C(C#N)C1)Cl (5-amino-2-chlorobenzonitrile). Yield: 91.4%. As a reaction SMILES: Cl.[Cl:2][C:3]1[CH:10]=[CH:9][C:8]([N+:11]([O-])=O)=[CH:7][C:4]=1[C:5]#[N:6].O.O.Cl[Sn]Cl.[OH-].[Na+]>C(O)(C)C>[NH2:11][C:8]1[CH:9]=[CH:10][C:3]([Cl:2])=[C:4]([CH:7]=1)[C:5]#[N:6] |f:2.3.4,5.6|. Procedure details: Conc. HCl (15.6 ml) was added dropwise to 2-chloro-5-nitrobenzonitrile (3.38 g, 18.5 mmol) and SnCl2.2H2O (18.9 g, 83.9 mmol, 4.5 eq.) in isopropanol (35 ml). The mixture was heated at 120° C. for 2 h and then cooled to room temperature and made basic using aq. NaOH. The mixture was extracted with dichloromethane, dried over Na2SO4 and filtered through silica gel. Concentration under reduced pressure gave 5-amino-2-chlorobenzonitrile (2.58 g, 91%). Starting materials: OC(C[C@@]1(CCN(C(O1)=O)[C@@H](C)C1=CC=C(C=C1)C#CC1(CNC1)O)C1=CC=CC=C1)(C)C ((S)-6-(2-hydroxy-2-methylpropyl)-3-((S)-1-(4-((3-hydroxyazetidin-3-yl)ethynyl)phenyl)ethyl)-6-phenyl-1,3-oxazinan-2-one), C(C)(=O)OC(C)=O (acetic anhydride). Product: C(C)(=O)N1CC(C1)(O)C#CC1=CC=C(C=C1)[C@H](C)N1C(O[C@](CC1)(C1=CC=CC=C1)CC(C)(C)O)=O ((S)-3-((S)-1-(4-((1-acetyl-3-hydroxyazetidin-3-yl)ethynyl)phenyl)ethyl)-6-(2-hydroxy-2-methylpropyl)-6-phenyl-1,3-oxazinan-2-one). RXN SMILES: [OH:1][C:2]([CH3:33])([CH3:32])[CH2:3][C@@:4]1([C:26]2[CH:31]=[CH:30][CH:29]=[CH:28][CH:27]=2)[O:9][C:8](=[O:10])[N:7]([C@H:11]([C:13]2[CH:18]=[CH:17][C:16]([C:19]#[C:20][C:21]3([OH:25])[CH2:24][NH:23][CH2:22]3)=[CH:15][CH:14]=2)[CH3:12])[CH2:6][CH2:5]1.[C:34](OC(=O)C)(=[O:36])[CH3:35]>>[C:34]([N:23]1[CH2:24][C:21]([C:20]#[C:19][C:16]2[CH:15]=[CH:14][C:13]([C@@H:11]([N:7]3[CH2:6][CH2:5][C@:4]([CH2:3][C:2]([OH:1])([CH3:32])[CH3:33])([C:26]4[CH:31]=[CH:30][CH:29]=[CH:28][CH:27]=4)[O:9][C:8]3=[O:10])[CH3:12])=[CH:18][CH:17]=2)([OH:25])[CH2:22]1)(=[O:36])[CH3:35]. Procedure details: The title compound was prepared from (S)-6-(2-hydroxy-2-methylpropyl)-3-((S)-1-(4-((3-hydroxyazetidin-3-yl)ethynyl)phenyl)ethyl)-6-phenyl-1,3-oxazinan-2-one and acetic anhydride following a procedure analogous to that described in Example 14. LC-MS Method 1 tR=1.27 min, m/z=491, 433; 1H NMR (CDCl3) 1.12 (s, 3H), 1.18 (s, 3H), 1.52 (d, 3H), 1.97 (s, 3H), 2.15-2.45 (5H), 2.84 (m, 1H), 4.20 (d, 1H), 4.36 (m, 2h), 4.44 (d, 1H), 5.65 (q, 1H), 6.88 (d, 2H), 7.17 (d, 2H), 7.30-7.40 (5H).